Dataset: the Open Reaction Database (ORD), a public repository of structured organic reaction records. Task: describe an organic reaction: reactants, conditions, products, and yield Starting materials: C[O-].[Na+] (sodium methylate), O (water), C(CC(=O)OC)(=O)OC (dimethyl malonate), BrCCCCCC (1-bromohexane). Solvent: CO (methanol), CO (methanol). The product is C(CCCCC)C(C(=O)OC)C(=O)OC (dimethyl n-hexylmalonate). The yield is 78.3%. RXN SMILES: C[O-].[Na+].[C:4]([O:11][CH3:12])(=[O:10])[CH2:5][C:6]([O:8][CH3:9])=[O:7].Br[CH2:14][CH2:15][CH2:16][CH2:17][CH2:18][CH3:19].O>CO>[CH2:14]([CH:5]([C:4]([O:11][CH3:12])=[O:10])[C:6]([O:8][CH3:9])=[O:7])[CH2:15][CH2:16][CH2:17][CH2:18][CH3:19] |f:0.1|. Procedure: 350.1 g of 30 percent sodium methylate solution in methanol were diluted with 550 ml of methanol under nitrogen and while stirring. 264.2 g of dimethyl malonate were added dropwise. After warming the suspension to 40° 321.0 g of 1-bromohexane were added dropwise. After stirring at 40° for 1 hour, under reflux for 2 hours, at 65°-69° for 2.5 hours and cooling the suspension to room temperature water was added and the mixture was stirred. The organic phase was separated. The aqueous phase was extr... The reactants are [Li+].C[Si](C)(C)[N-][Si](C)(C)C (LiHMDS), BrCC#N (bromoacetonitrile), FC1=C(C=CC=C1)COC1=CC=C(C=C1)[C@H]1CC[C@H](N1C(=O)OC(C)(C)C)C(=O)OC (1-(1,1-dimethylethyl) 2-methyl (2S,5R)-5-(4-{[(2-fluorophenyl)methyl]oxy}phenyl)-1,2-pyrrolidinedicarboxylate). The solvent is C1CCOC1 (THF), C1CCOC1 (THF), C1CCOC1 (THF). Conditions: temperature -35 celsius, time 30 minute. The product is C(#N)C[C@@]1(N([C@H](CC1)C1=CC=C(C=C1)OCC1=C(C=CC=C1)F)C(=O)OC(C)(C)C)C(=O)OC (1-(1,1-Dimethylethyl) 2-methyl (2R,5R)-2-(cyanomethyl)-5-(4-{[(2-fluorophenyl)methyl]oxy}phenyl)-1,2-pyrrolidinedicarboxylate). As a reaction SMILES: [F:1][C:2]1[CH:7]=[CH:6][CH:5]=[CH:4][C:3]=1[CH2:8][O:9][C:10]1[CH:15]=[CH:14][C:13]([C@@H:16]2[N:20]([C:21]([O:23][C:24]([CH3:27])([CH3:26])[CH3:25])=[O:22])[C@H:19]([C:28]([O:30][CH3:31])=[O:29])[CH2:18][CH2:17]2)=[CH:12][CH:11]=1.[Li+].C[Si]([N-][Si](C)(C)C)(C)C.Br[CH2:43][C:44]#[N:45]>C1COCC1>[C:44]([CH2:43][C@@:19]1([C:28]([O:30][CH3:31])=[O:29])[CH2:18][CH2:17][C@H:16]([C:13]2[CH:12]=[CH:11][C:10]([O:9][CH2:8][C:3]3[CH:4]=[CH:5][CH:6]=[CH:7][C:2]=3[F:1])=[CH:15][CH:14]=2)[N:20]1[C:21]([O:23][C:24]([CH3:26])([CH3:27])[CH3:25])=[O:22])#[N:45] |f:1.2|. Procedure: To a solution of 1-(1,1-dimethylethyl) 2-methyl (2S,5R)-5-(4-{[(2-fluorophenyl)methyl]oxy}phenyl)-1,2-pyrrolidinedicarboxylate (D34, 45 g) in dry THF (450 mL) previously cooled to −65° C., was added 1M LiHMDS in THF (115 mL) dropwise. The resulting solution was stirred at −35° C. for 30 minutes. Then the mixture was again cooled to −65° C. and bromoacetonitrile (22 mL) dissolved in dry THF (180 mL) was added. The mixture was left stirring for a further 30 min at the same temperature. The reactio... Starting materials: NCCCCC(NC(CCc1ccccc1)C(=O)O)C(=O)N1CCCC1C(=O)O, CCOC(=O)C=O. Product: CCOC(=O)CNCCCCC(NC(CCc1ccccc1)C(=O)O)C(=O)N1CCCC1C(=O)O. As a reaction SMILES: [C:1](=[O:2])([OH:3])[CH:4]([CH2:5][CH2:6][c:7]1[cH:8][cH:9][cH:10][cH:11][cH:12]1)[NH:13][CH:14]([CH2:15][CH2:16][CH2:17][CH2:18][NH2:19])[C:20](=[O:21])[N:22]1[CH:23]([C:24](=[O:25])[OH:26])[CH2:27][CH2:28][CH2:29]1.[C:30]([CH:31]=[O:32])(=[O:33])[O:34][CH2:35][CH3:36]>>[C:1](=[O:2])([OH:3])[CH:4]([CH2:5][CH2:6][c:7]1[cH:8][cH:9][cH:10][cH:11][cH:12]1)[NH:13][CH:14]([CH2:15][CH2:16][CH2:17][CH2:18][NH:19][CH2:31][C:30](=[O:33])[O:34][CH2:35][CH3:36])[C:20](=[O:21])[N:22]1[CH:23]([C:24](=[O:25])[OH:26])[CH2:27][CH2:28][CH2:29]1. Reactants: C(C)OC1=C(C(=O)OCC2=CC=CC=C2)C=CC(=C1)CC(=O)NC(C1=C(C=CC=C1)N1CCCCC1)C(=O)OCCC (benzyl 2-ethoxy-4-[N-(α-n-propoxycarbonyl-2-piperidino-benzyl)-aminocarbonyl methyl]-benzoate). The solvent is C(CC)O (n-propanol). The product is C(C)OC1=C(C(=O)O)C=CC(=C1)CC(=O)NC(C1=C(C=CC=C1)N1CCCCC1)C(=O)OCCC (2-Ethoxy-4-[N-(α-n-propoxycarbonyl-2-piperidinobenzyl)-aminocarbonylmethyl]-benzoic acid). As a reaction SMILES: [CH2:1]([O:3][C:4]1[CH:19]=[C:18]([CH2:20][C:21]([NH:23][CH:24]([C:37]([O:39][CH2:40][CH2:41][CH3:42])=[O:38])[C:25]2[CH:30]=[CH:29][CH:28]=[CH:27][C:26]=2[N:31]2[CH2:36][CH2:35][CH2:34][CH2:33][CH2:32]2)=[O:22])[CH:17]=[CH:16][C:5]=1[C:6]([O:8]CC1C=CC=CC=1)=[O:7])[CH3:2]>C(O)CC>[CH2:1]([O:3][C:4]1[CH:19]=[C:18]([CH2:20][C:21]([NH:23][CH:24]([C:37]([O:39][CH2:40][CH2:41][CH3:42])=[O:38])[C:25]2[CH:30]=[CH:29][CH:28]=[CH:27][C:26]=2[N:31]2[CH2:36][CH2:35][CH2:34][CH2:33][CH2:32]2)=[O:22])[CH:17]=[CH:16][C:5]=1[C:6]([OH:8])=[O:7])[CH3:2]. Procedure details: Prepared analogously to Example 68 by catalytic hydrogenation of benzyl 2-ethoxy-4-[N-(α-n-propoxycarbonyl-2-piperidino-benzyl)-aminocarbonyl methyl]-benzoate in n-propanol. Reported procedure: A suspension of 3-[2-(4-bromophenyl)ethyl]-4-hydroxybenzofuran (0.5 g), sodium cyanide (0.23 g), tetrakis(triphenylphosphine)palladium (0) (91 mg) and copper (I) iodide (30 mg) in acetonitrile (5 mL) was heated for reflux for three days. To the reaction mixture was added water, and the resulting mixture was extracted with ethyl acetate. The extract was washed with water and brine, and dried over anhydrous sodium sulfate. The solvent was removed under reduced pressure, and the residue was purifie... Reaction conditions: time 10 minute. RXN SMILES: C[Si](C)(C)[NH:3][Si](C)(C)C.C([Li])CCC.[C:15]([C:17]1[CH:22]=[CH:21][C:20]([CH2:23][CH2:24][C:25]2[C:29]3[C:30]([OH:34])=[CH:31][CH:32]=[CH:33][C:28]=3[O:27][CH:26]=2)=[CH:19][CH:18]=1)#[N:16].Cl>C(OCC)C>[C:15]([C:17]1[CH:18]=[CH:19][C:20]([CH2:23][CH2:24][C:25]2[C:29]3[C:30]([OH:34])=[CH:31][CH:32]=[CH:33][C:28]=3[O:27][CH:26]=2)=[CH:21][CH:22]=1)(=[NH:3])[NH2:16]. The reactants are C[Si](N[Si](C)(C)C)(C)C (hexamethyldisilazane), C(CCC)[Li] (n-butyl lithium), C(#N)C1=CC=C(C=C1)CCC1=COC2=C1C(=CC=C2)O (3-[2-(4-cyanophenyl)ethyl]-4-hydroxybenzofuran), Cl (hydrochloric acid). Yields the product C(N)(=N)C1=CC=C(C=C1)CCC1=COC2=C1C(=CC=C2)O (3-[2-(4-carbamimidoylphenyl)ethyl]-4-hydroxybenzofuran). Run in C(C)OCC (diethyl ether), C(C)OCC (diethyl ether). Reactants: CN1CCNCC1 (N-methylpiperazine), ClC1=C(C=C(C(=C1)Cl)OC)NC1=C2C(=NC=C1C#N)C=C(S2)C2=CC=C(C=C2)C=O (7-[(2,4-dichloro-5-methoxyphenyl)amino]-2-(4-formylphenyl)thieno[3,2-b]pyridine-6-carbonitrile), C(C)(=O)O[BH-](OC(C)=O)OC(C)=O.[Na+] (sodium triacetoxyborohydride). Reagents/catalysts: C(C)(=O)O (acetic acid). The solvent is ClCCl (dichloromethane), CN(C=O)C (N,N-dimethylformamide). Conditions: temperature 0 celsius, time 10 minute. The product is ClC1=C(C=C(C(=C1)Cl)OC)NC1=C2C(=NC=C1C#N)C=C(S2)C2=CC=C(C=C2)CN2CCN(CC2)C (7-[(2,4-dichloro-5-methoxyphenyl)amino]-2-[4-(4-methylpiperazin-1-ylmethyl)phenyl]thieno[3,2-b]pyridine-6-carbonitrile). The yield is 32.5%. As a reaction SMILES: [CH3:1][N:2]1[CH2:7][CH2:6][NH:5][CH2:4][CH2:3]1.[Cl:8][C:9]1[CH:14]=[C:13]([Cl:15])[C:12]([O:16][CH3:17])=[CH:11][C:10]=1[NH:18][C:19]1[C:24]([C:25]#[N:26])=[CH:23][N:22]=[C:21]2[CH:27]=[C:28]([C:30]3[CH:35]=[CH:34][C:33]([CH:36]=O)=[CH:32][CH:31]=3)[S:29][C:20]=12.C(O[BH-](OC(=O)C)OC(=O)C)(=O)C.[Na+]>ClCCl.CN(C)C=O.C(O)(=O)C>[Cl:8][C:9]1[CH:14]=[C:13]([Cl:15])[C:12]([O:16][CH3:17])=[CH:11][C:10]=1[NH:18][C:19]1[C:24]([C:25]#[N:26])=[CH:23][N:22]=[C:21]2[CH:27]=[C:28]([C:30]3[CH:35]=[CH:34][C:33]([CH2:36][N:5]4[CH2:6][CH2:7][N:2]([CH3:1])[CH2:3][CH2:4]4)=[CH:32][CH:31]=3)[S:29][C:20]=12 |f:2.3|. Procedure details: N-methylpiperazine (177 μL, 1.6 mmol) is added to a suspension of 7-[(2,4-dichloro-5-methoxyphenyl)amino]-2-(4-formylphenyl)thieno[3,2-b]pyridine-6-carbonitrile (560 mg, 1.23 mmol) in 12 mL of dichloromethane and 3 mL of N,N-dimethylformamide. The reaction mixture is cooled to 0° C. and sodium triacetoxyborohydride (1.3 g, 6.13 mmol) is added. After stirring at 0° C. for 10 minutes, 3 drops of acetic acid are added and the reaction mixture is allowed to warm to room temperature and stirred for 5... Product: NC(=O)c1cc(Oc2cc(F)c(NC(=O)Nc3ccc4c(c3)C(F)(F)OC(F)(F)O4)c(F)c2)ccn1. Reaction SMILES: [C:1](#[N:2])[c:3]1[n:4][cH:5][cH:6][c:7]([O:9][c:10]2[cH:11][c:12]([F:35])[c:13]([NH:17][C:18](=[O:19])[NH:20][c:21]3[cH:22][c:23]4[c:24]([cH:33][cH:34]3)[O:25][C:26]([F:31])([F:32])[O:27][C:28]4([F:29])[F:30])[c:14]([F:16])[cH:15]2)[cH:8]1.[CH3:36][C:37]([CH3:38])=[O:39].[OH2:40]>>[C:1]([NH2:2])([c:3]1[n:4][cH:5][cH:6][c:7]([O:9][c:10]2[cH:11][c:12]([F:35])[c:13]([NH:17][C:18](=[O:19])[NH:20][c:21]3[cH:22][c:23]4[c:24]([cH:33][cH:34]3)[O:25][C:26]([F:31])([F:32])[O:27][C:28]4([F:29])[F:30])[c:14]([F:16])[cH:15]2)[cH:8]1)=[O:39]. Reactants: N#Cc1cc(Oc2cc(F)c(NC(=O)Nc3ccc4c(c3)C(F)(F)OC(F)(F)O4)c(F)c2)ccn1, CC(C)=O, O. The reactants are O=C1CCSC=2NC3=CC=CC=C3C21 (4-oxo-2,3,4,9-tetrahydrothiopyrano[2,3-b]indole), Cl.CNC (dimethylamine hydrochloride), C=O (paraformaldehyde). The solvent is C(C)(=O)O (acetic acid). Run at temperature 100 celsius, time 45 minute. The product is CN(C)CC1C(C2=C(NC3=CC=CC=C23)SC1)=O (3-[(Dimethylamino)Methyl]-4-Oxo-2,3,4,9-Tetrahydrothiopyrano[2,3-b]Indole). Reaction SMILES: [O:1]=[C:2]1[C:14]2[C:13]3[C:8](=[CH:9][CH:10]=[CH:11][CH:12]=3)[NH:7][C:6]=2[S:5][CH2:4][CH2:3]1.Cl.[CH3:16][NH:17][CH3:18].[CH2:19]=O>C(O)(=O)C>[CH3:16][N:17]([CH2:19][CH:3]1[CH2:4][S:5][C:6]2[NH:7][C:8]3[C:13]([C:14]=2[C:2]1=[O:1])=[CH:12][CH:11]=[CH:10][CH:9]=3)[CH3:18] |f:1.2|. Procedure: A mixture of 4.10 g (0.2 mol) of 4-oxo-2,3,4,9-tetrahydrothiopyrano[2,3-b]indole, 3.26 g (0.04 mol) of dimethylamine hydrochloride and 1 g of paraformaldehyde in 50 ml of acetic acid is stirred vigorously at 100° C. under a nitrogen atmosphere and for 45 minutes. After the mixture is cooled, the solvent is evaporated off, the residue is dissolved in 80 ml of water and the aqueous phase is washed with ethyl acetate and alkalinized with concentrated ammonia solution. The precipitate is extracted w...